From a dataset of the Open Reaction Database (ORD), a public repository of structured organic reaction records. describe an organic reaction: reactants, conditions, products, and yield The reactants are OS(=O)(=O)O (H2SO4), BrC=1C=CC(=C(C1)C(C)(C)O)CO (2-(5-bromo-2-(hydroxymethyl)phenyl)propan-2-ol). Solvent: O1CCOCC1 (dioxane), O (H2O). Reaction conditions: temperature 60 celsius. Yields the product BrC1=CC=C2COC(C2=C1)(C)C (6-bromo-1,1-dimethyl-1,3-dihydroisobenzofuran). Yield: 86.3%. As a reaction SMILES: OS(O)(=O)=O.[Br:6][C:7]1[CH:8]=[CH:9][C:10]([CH2:17][OH:18])=[C:11]([C:13](O)([CH3:15])[CH3:14])[CH:12]=1>O1CCOCC1.O>[Br:6][C:7]1[CH:12]=[C:11]2[C:10]([CH2:17][O:18][C:13]2([CH3:14])[CH3:15])=[CH:9][CH:8]=1. Procedure: H2SO4 (0.4 mL conc, 1.6 mL H2O) was added to a solution of Intermediate 388.1 (0.25 g, 1.02 mmol) in dioxane (2 mL). The mixture was stirred at 60° C., diluted with H2O (10 mL), extracted with hexanes (2×25 mL). The organics were combined, washed with brine, dried (Na2SO4) and concentrated to yield 200 mg of Intermediate 388.2 as a clear oil. 1H NMR (400 MHz, CDCl3) δ ppm 1.47 (s, 6H) 5.01 (s, 2H) 6.98 (m, 1H) 7.32 (m, 1H) 7.37 (m, 1H).